Task: describe an organic reaction: reactants, conditions, products, and yield. Dataset: the Open Reaction Database (ORD), a public repository of structured organic reaction records Reactants: C1CNCCN1, O=[N+]([O-])c1ccc(CSc2ncnc3c(N4CCOCC4)nc(Cl)nc23)cc1. Yields the product O=[N+]([O-])c1ccc(CSc2ncnc3c(N4CCOCC4)nc(N4CCNCC4)nc23)cc1. RXN SMILES: [CH2:29]1[CH2:30][NH:31][CH2:32][CH2:33][NH:34]1.[Cl:1][c:2]1[n:3][c:4]([N:23]2[CH2:24][CH2:25][O:26][CH2:27][CH2:28]2)[c:5]2[c:6]([n:7]1)[c:8]([S:12][CH2:13][c:14]1[cH:15][cH:16][c:17]([N+:20](=[O:21])[O-:22])[cH:18][cH:19]1)[n:9][cH:10][n:11]2>>[c:2]1([N:31]2[CH2:30][CH2:29][NH:34][CH2:33][CH2:32]2)[n:3][c:4]([N:23]2[CH2:24][CH2:25][O:26][CH2:27][CH2:28]2)[c:5]2[c:6]([n:7]1)[c:8]([S:12][CH2:13][c:14]1[cH:15][cH:16][c:17]([N+:20](=[O:21])[O-:22])[cH:18][cH:19]1)[n:9][cH:10][n:11]2.